Task: describe an organic reaction: reactants, conditions, products, and yield. Dataset: the Open Reaction Database (ORD), a public repository of structured organic reaction records Yields the product CN1CCN(CCCN(Cc2ccc(C(=O)Nc3ccccc3NC(=O)OC(C)(C)C)cc2)C(=O)Nc2ccc3c(c2)OCCO3)CC1. RXN SMILES: [C:14]([CH3:15])([CH3:16])([CH3:17])[O:18][C:19](=[O:20])[NH:21][c:22]1[c:23]([NH:28][C:29]([c:30]2[cH:31][cH:32][c:33]([CH2:36][NH:37][CH2:38][CH2:39][CH2:40][N:41]3[CH2:42][CH2:43][N:44]([CH3:47])[CH2:45][CH2:46]3)[cH:34][cH:35]2)=[O:48])[cH:24][cH:25][cH:26][cH:27]1.[Cl:49][CH2:50][Cl:51].[O:1]1[CH2:2][CH2:3][O:4][c:5]2[c:6]1[cH:7][cH:8][c:9]([N:11]=[C:12]=[O:13])[cH:10]2>>[O:1]1[CH2:2][CH2:3][O:4][c:5]2[c:6]1[cH:7][cH:8][c:9]([NH:11][C:12](=[O:13])[N:37]([CH2:36][c:33]1[cH:32][cH:31][c:30]([C:29]([NH:28][c:23]3[c:22]([NH:21][C:19]([O:18][C:14]([CH3:15])([CH3:16])[CH3:17])=[O:20])[cH:27][cH:26][cH:25][cH:24]3)=[O:48])[cH:35][cH:34]1)[CH2:38][CH2:39][CH2:40][N:41]1[CH2:42][CH2:43][N:44]([CH3:47])[CH2:45][CH2:46]1)[cH:10]2. Starting materials: CN1CCN(CCCNCc2ccc(C(=O)Nc3ccccc3NC(=O)OC(C)(C)C)cc2)CC1, ClCCl, O=C=Nc1ccc2c(c1)OCCO2. Reactants: CN1CCCN(C(C(=O)[O-])C(C)(C)C)C1=O, ClCCl, O=C(O)C(F)(F)F. The product is CN1CCCN(CC(=O)O)C1=O. As a reaction SMILES: [C:1]([CH3:2])([CH3:3])([CH3:4])[CH:5]([C:6](=[O:7])[O-:8])[N:9]1[C:10](=[O:16])[N:11]([CH3:15])[CH2:12][CH2:13][CH2:14]1.[Cl:24][CH2:25][Cl:26].[F:17][C:18]([F:19])([F:20])[C:21]([OH:22])=[O:23]>>[CH2:5]([C:6](=[O:7])[OH:8])[N:9]1[C:10](=[O:16])[N:11]([CH3:15])[CH2:12][CH2:13][CH2:14]1. Run at temperature 70 celsius. Reactants: CC(CCO)=C (3-methyl-3-buten-1-ol), C1(=CC=CC=C1)O (phenol), C1(=CC=CC=C1)P(C1=CC=CC=C1)C1=CC=CC=C1 (triphenylphosphine), N(=NC(=O)OC(C)(C)C)C(=O)OC(C)(C)C (di-tert-butyl azodicarboxylate). Run in O1CCCC1 (tetrahydrofuran). The product is CC(CCOC1=CC=CC=C1)=C ((3-methyl-but-3-enyloxy)-benzene). Procedure: To a stirred solution of 3-methyl-3-buten-1-ol (1.17 ml) in tetrahydrofuran (30 ml) were added sequentially phenol (1.32 g), triphenylphosphine (3.85 g) and di-tert-butyl azodicarboxylate (3.27 g). The mixture was heated at 70° C. overnight and then was concentrated in vacuo. The residue was purified by column chromatography (SiO2; gradient: heptane/EtOAc 100:0→70:30) to give (3-methyl-but-3-enyloxy)-benzene (2.06 g, quant.) as a colourless semi-solid which crystallized on standing. As a reaction SMILES: [CH3:1][C:2](=[CH2:6])[CH2:3][CH2:4][OH:5].[C:7]1(O)[CH:12]=[CH:11][CH:10]=[CH:9][CH:8]=1.C1(P(C2C=CC=CC=2)C2C=CC=CC=2)C=CC=CC=1.N(C(OC(C)(C)C)=O)=NC(OC(C)(C)C)=O>O1CCCC1>[CH3:6][C:2](=[CH2:1])[CH2:3][CH2:4][O:5][C:7]1[CH:12]=[CH:11][CH:10]=[CH:9][CH:8]=1.